Dataset: the Open Reaction Database (ORD), a public repository of structured organic reaction records. Task: describe an organic reaction: reactants, conditions, products, and yield Reactants: C(C)(C)(C)OC(=O)N(CCCCN(CCCCCCCN(CCCCN(S(=O)(=O)C1=CC=C(C=C1)C)C(=O)OC(C)(C)C)C(C1=CC=CC=C1)=O)C(C1=CC=CC=C1)=O)S(=O)(=O)C1=CC=C(C=C1)C (1,19-Bis(tert-butyloxycarbonyl)-1,19-bis[(4-methylphenyl)sulfonyl]-6,14-bis(benzoyl)-1,6,14,19-tetraazanonadecane). Solvent: Cl (hydrochloric acid). The product is CC1=CC=C(C=C1)S(=O)(=O)NCCCCN(CCCCCCCN(CCCCNS(=O)(=O)C1=CC=C(C=C1)C)C(C1=CC=CC=C1)=O)C(C1=CC=CC=C1)=O (1,19-Bis[(4-methylphenyl)sulfonyl]-6,14-bis(benzoyl)-1,6,14,19-tetraazanonadecane). Reaction SMILES: C(OC([N:8]([S:60]([C:63]1[CH:68]=[CH:67][C:66]([CH3:69])=[CH:65][CH:64]=1)(=[O:62])=[O:61])[CH2:9][CH2:10][CH2:11][CH2:12][N:13]([C:52](=[O:59])[C:53]1[CH:58]=[CH:57][CH:56]=[CH:55][CH:54]=1)[CH2:14][CH2:15][CH2:16][CH2:17][CH2:18][CH2:19][CH2:20][N:21]([C:44](=[O:51])[C:45]1[CH:50]=[CH:49][CH:48]=[CH:47][CH:46]=1)[CH2:22][CH2:23][CH2:24][CH2:25][N:26](C(OC(C)(C)C)=O)[S:27]([C:30]1[CH:35]=[CH:34][C:33]([CH3:36])=[CH:32][CH:31]=1)(=[O:29])=[O:28])=O)(C)(C)C>Cl>[CH3:36][C:33]1[CH:32]=[CH:31][C:30]([S:27]([NH:26][CH2:25][CH2:24][CH2:23][CH2:22][N:21]([C:44](=[O:51])[C:45]2[CH:50]=[CH:49][CH:48]=[CH:47][CH:46]=2)[CH2:20][CH2:19][CH2:18][CH2:17][CH2:16][CH2:15][CH2:14][N:13]([C:52](=[O:59])[C:53]2[CH:58]=[CH:57][CH:56]=[CH:55][CH:54]=2)[CH2:12][CH2:11][CH2:10][CH2:9][NH:8][S:60]([C:63]2[CH:64]=[CH:65][C:66]([CH3:69])=[CH:67][CH:68]=2)(=[O:62])=[O:61])(=[O:28])=[O:29])=[CH:35][CH:34]=1. Procedure: Dissolve 1,19-Bis(tert-butyloxycarbonyl)-1,19-bis[(4-methylphenyl)sulfonyl]-6,14-bis(benzoyl)-1,6,14,19-tetraazanonadecane (9.76 g, 10 mmol) in saturated methanolic hydrochloric acid (100 mL). Stir for several hours and evaporate the solvent in vacuo. Dissolve the residue in water and neutralize with saturated sodium hydrogen carbonate and extract with ethyl acetate. Dry (MgSO4) and evaporate the solvent in vacuo. Purify by silica gel chromatography to give the title compound. Starting materials: COc1c(C=O)cc(Br)c2ccccc12, C1CCOC1, [Li]CCCC, CCCCCC, [Cl-], [NH4+], c1ccc2sccc2c1. The product is COc1c(C(O)c2cc3ccccc3s2)cc(Br)c2ccccc12. RXN SMILES: [Br:21][c:22]1[cH:23][c:24]([CH:34]=[O:35])[c:25]([O:32][CH3:33])[c:26]2[cH:27][cH:28][cH:29][cH:30][c:31]12.[CH2:38]1[O:39][CH2:40][CH2:41][CH2:42]1.[CH2:7]([Li:8])[CH2:9][CH2:10][CH3:11].[CH3:1][CH2:2][CH2:3][CH2:4][CH2:5][CH3:6].[Cl-:36].[NH4+:37].[s:12]1[cH:13][cH:14][c:15]2[c:16]1[cH:17][cH:18][cH:19][cH:20]2>>[s:12]1[c:13]([CH:34]([c:24]2[cH:23][c:22]([Br:21])[c:31]3[c:26]([c:25]2[O:32][CH3:33])[cH:27][cH:28][cH:29][cH:30]3)[OH:35])[cH:14][c:15]2[c:16]1[cH:17][cH:18][cH:19][cH:20]2. Reactants: OC=1C=C(C=O)C=C(C1O)[N+](=O)[O-] (3.4-dihydroxy-5-nitrobenzaldehyde), COC=1C=C(C=CC1OC)C(C)=O (3',4'-dimethoxyacetophenone). Run in CO (methanol). Yields the product OC=1C=C(C=C(C1O)[N+](=O)[O-])C=CC(=O)C1=CC(=C(C=C1)OC)OC (3-(3,4-Dihydroxy-5-nitrophenyl)-1-(3,4-dimethoxyphenyl)prop-2-en-1-one). Reaction SMILES: [OH:1][C:2]1[CH:3]=[C:4]([CH:7]=[C:8]([N+:11]([O-:13])=[O:12])[C:9]=1[OH:10])[CH:5]=O.[CH3:14][O:15][C:16]1[CH:17]=[C:18]([C:24](=[O:26])[CH3:25])[CH:19]=[CH:20][C:21]=1[O:22][CH3:23]>CO>[OH:1][C:2]1[CH:3]=[C:4]([CH:5]=[CH:25][C:24]([C:18]2[CH:19]=[CH:20][C:21]([O:22][CH3:23])=[C:16]([O:15][CH3:14])[CH:17]=2)=[O:26])[CH:7]=[C:8]([N+:11]([O-:13])=[O:12])[C:9]=1[OH:10]. Procedure: The procedure described in Example 8 was repeated using 1.8 g of 3.4-dihydroxy-5-nitrobenzaldehyde and 1.8 g of 3',4'-dimethoxyacetophenone in 20 ml of methanol. Yield 1.7 g (50%), m.p. 206°-208° C. Starting materials: C(C)(=O)OCC.CCCCCC (ethyl acetate hexane), C(C)(=O)OCCCOC=1C=C2C(=CN=C(C2=CC1OC)CC1=CC(=CC=C1)OC)C=O (6-(3-acetoxy-propoxy)-7-methoxy-1-(3-methoxy-benzyl)-isoquinoline-4-carbaldehyde), [Se](=O)=O (selenium dioxide). Solvent: C(C)(=O)O (acetic acid). Reaction conditions: temperature 120 celsius. Product: C(C)(=O)OCCCOC=1C=C2C(=CN=C(C2=CC1OC)C(C1=CC(=CC=C1)OC)=O)C=O (6-(3-acetoxy-propoxy)-7-methoxy-1-(3-methoxy-benzoyl)-isoquinoline-4-carbaldehyde). The yield is 97.3%. As a reaction SMILES: [C:1]([O:4][CH2:5][CH2:6][CH2:7][O:8][C:9]1[CH:10]=[C:11]2[C:16](=[CH:17][C:18]=1[O:19][CH3:20])[C:15]([CH2:21][C:22]1[CH:27]=[CH:26][CH:25]=[C:24]([O:28][CH3:29])[CH:23]=1)=[N:14][CH:13]=[C:12]2[CH:30]=[O:31])(=[O:3])[CH3:2].[Se](=O)=[O:33].C(OCC)(=O)C.CCCCCC>C(O)(=O)C>[C:1]([O:4][CH2:5][CH2:6][CH2:7][O:8][C:9]1[CH:10]=[C:11]2[C:16](=[CH:17][C:18]=1[O:19][CH3:20])[C:15]([C:21](=[O:33])[C:22]1[CH:27]=[CH:26][CH:25]=[C:24]([O:28][CH3:29])[CH:23]=1)=[N:14][CH:13]=[C:12]2[CH:30]=[O:31])(=[O:3])[CH3:2] |f:2.3|. Reported procedure: To a stirred solution of 6-(3-acetoxy-propoxy)-7-methoxy-1-(3-methoxy-benzyl)-isoquinoline-4-carbaldehyde (20 mg, 0.047 mmol) in acetic acid (1 mL) was added selenium dioxide (16 mg, 1.44 mmol). The reaction mixture was heated at 120° C. for 1 h. The solvent was evaporated and the residue was diluted with dichloromethane (30 mL). The organic layer was washed with saturated sodium bicarbonate solution (20 mL), saturated sodium chloride solution (20 mL), dried over anhydrous magnesium sulfate, fil... Starting materials: C1(=CC=CC=C1)CN1CCC=2C(CC1)=CNN2 (6-(Phenylmethyl)-2,4,5,6,7,8-hexahydropyrazolo[3,4-d]azepine), Cl (hydrochloric acid). The reagents and catalysts are [Pd] (palladium on carbon). Run in C(C)O (ethanol). Run at time 18 hour. Yields the product Cl.N=1NC=C2C1CCNCC2 (2,4,5,6,7,8-Hexahydropyrazolo[3,4-d]azepine hydrochloride). Reaction SMILES: C1(C[N:8]2[CH2:14][CH2:13][C:12]3=[CH:15][NH:16][N:17]=[C:11]3[CH2:10][CH2:9]2)C=CC=CC=1.[ClH:18]>C(O)C.[Pd]>[ClH:18].[N:17]1[NH:16][CH:15]=[C:12]2[CH2:13][CH2:14][NH:8][CH2:9][CH2:10][C:11]=12 |f:4.5|. Procedure: 6-(Phenylmethyl)-2,4,5,6,7,8-hexahydropyrazolo[3,4-d]azepine (may be prepared as described in Description 5) (5.52 g, 24.29 mmol) was dissolved in ethanol (70 ml) under argon and 2M hydrochloric acid (12.2 ml, 24.4 mmol) added, followed by 50% wet 10% palladium on carbon catalyst (1 g). The mixture was stirred under an atmosphere of hydrogen for 18 hours. The catalyst was filtered and the filtrate evaporated to give the title compound (D6). MS (ES+) m/e [M+H]+ Starting materials: aminopropyl, O-(7-Azabenzotriazol-1-yl)-N,N,N′N′-tetramethyluronium hexafluorophosphate, BrC=1C=C(C=2C=NNC2C1)C(=O)NN (6-bromo-1H-indazole-4-carbohydrazide), N1(CCOCC1)CC(=O)O (4-morpholinylacetic acid), C(C)(C)N(C(C)C)CC (N,N-diisopropyethylamine). Run in CN(C=O)C (N,N-dimethylformamide), CO (methanol), CO (methanol), CN(C=O)C (N,N-dimethylformamide), ClCCl (dichloromethane). Reaction conditions: temperature 20 celsius, time 10 minute. Product: BrC=1C=C(C=2C=NNC2C1)C(=O)NNC(CN1CCOCC1)=O (6-Bromo-N′-(4-morpholinylacetyl)-1H-indazole-4-carbohydrazide). The yield is 103.0%. As a reaction SMILES: [N:1]1([CH2:7][C:8]([OH:10])=O)[CH2:6][CH2:5][O:4][CH2:3][CH2:2]1.C(N(CC)C(C)C)(C)C.[Br:20][C:21]1[CH:22]=[C:23]([C:30]([NH:32][NH2:33])=[O:31])[C:24]2[CH:25]=[N:26][NH:27][C:28]=2[CH:29]=1>CN(C)C=O.CO.ClCCl>[Br:20][C:21]1[CH:22]=[C:23]([C:30]([NH:32][NH:33][C:8](=[O:10])[CH2:7][N:1]2[CH2:2][CH2:3][O:4][CH2:5][CH2:6]2)=[O:31])[C:24]2[CH:25]=[N:26][NH:27][C:28]=2[CH:29]=1. Procedure details: O-(7-Azabenzotriazol-1-yl)-N,N,N′N′-tetramethyluronium hexafluorophosphate (0.841 g, 2.212 mmol) was dissolved in N,N-dimethylformamide (5 ml) then treated with 4-morpholinylacetic acid (0.304 g, 2.092 mmol) and then N,N-diisopropyethylamine (0.386 ml, 2.212 mmol). The clear solution was stirred at 20° C. for 10 mins then to this was added 6-bromo-1H-indazole-4-carbohydrazide (0.513 g, 2.011 mmol) as a partial solution in N,N-dimethylformamide (8 ml). The clear solution was stirred at 20° C. for...